This data is from the Open Reaction Database (ORD), a public repository of structured organic reaction records. The task is: describe an organic reaction: reactants, conditions, products, and yield Reactants: C1(CCC1)COCCOC1=CC=C(OC2C(C)O2)C=C1 (4-(2-cyclobutylmethoxyethoxy)phenoxy-1,2-epoxypropane), S(=O)(=O)([O-])[O-] (sulphate), NCCNC(=O)N1CCOCC1 (N-2-aminoethyl-4-morpholinecarboxamide), [OH-].[Na+] (NaOH). Run in C(C)O (ethanol), C(C)O (ethanol). Yields the product OC(CNCCNC(=O)N1CCOCC1)COC1=CC=C(C=C1)OCCOCC1CCC1 (N-(2-((2-hydroxy-3-(4-(2-cyclobutylmethoxyethoxy)phenoxy)propyl)amino)ethyl)-4-morpholinecarboxamide). Reaction SMILES: S([O-])([O-])(=O)=O.[NH2:6][CH2:7][CH2:8][NH:9][C:10]([N:12]1[CH2:17][CH2:16][O:15][CH2:14][CH2:13]1)=[O:11].[OH-].[Na+].[CH:20]1([CH2:24][O:25][CH2:26][CH2:27][O:28][C:29]2[CH:39]=[CH:38][C:32]([O:33][CH:34]3[O:37][CH:35]3[CH3:36])=[CH:31][CH:30]=2)[CH2:23][CH2:22][CH2:21]1>C(O)C>[OH:37][CH:35]([CH2:34][O:33][C:32]1[CH:38]=[CH:39][C:29]([O:28][CH2:27][CH2:26][O:25][CH2:24][CH:20]2[CH2:23][CH2:22][CH2:21]2)=[CH:30][CH:31]=1)[CH2:36][NH:6][CH2:7][CH2:8][NH:9][C:10]([N:12]1[CH2:17][CH2:16][O:15][CH2:14][CH2:13]1)=[O:11] |f:2.3|. Reported procedure: 12.0 g of the neutral sulphate of N-2-aminoethyl-4-morpholinecarboxamide and 2.16 g NaOH was refluxed in 100 ml of ethanol for 1 h. Thereafter 10 g of 3-(4-(2-cyclobutylmethoxyethoxy)phenoxy-1,2-epoxypropane in 50 ml of ethanol was added and the mixture refluxed for 20 h, filtered, and evaporated. The residue was dissolved in 175 ml of ethyl acetate and washed twice with water. Thereafter the title compound crystallized from the ethyl acetate phase. The crystals were filtered off and washed with... Starting materials: CN(CC=CC#CC(C)(C)C)Cc1cccc(OCC=CCCl)c1, CN(C)C=O, c1c[nH]cn1. Product: CN(CC=CC#CC(C)(C)C)Cc1cccc(OCC=CCn2ccnc2)c1. As a reaction SMILES: [CH3:1][N:2]([CH2:3][CH:4]=[CH:5][C:6]#[C:7][C:8]([CH3:9])([CH3:10])[CH3:11])[CH2:12][c:13]1[cH:14][c:15]([O:19][CH2:20][CH:21]=[CH:22][CH2:23][Cl:24])[cH:16][cH:17][cH:18]1.[CH3:30][N:31]([CH3:32])[CH:33]=[O:34].[nH:25]1[cH:26][n:27][cH:28][cH:29]1>>[CH3:1][N:2]([CH2:3][CH:4]=[CH:5][C:6]#[C:7][C:8]([CH3:9])([CH3:10])[CH3:11])[CH2:12][c:13]1[cH:14][c:15]([O:19][CH2:20][CH:21]=[CH:22][CH2:23][n:25]2[cH:26][n:27][cH:28][cH:29]2)[cH:16][cH:17][cH:18]1. Reaction SMILES: [CH3:1][C:2]([CH3:7])(C)[C:3]([Cl:5])=[O:4].[CH:8](=[O:12])[CH:9]([CH3:11])[CH3:10].[CH2:13](Cl)Cl>>[CH3:10][C:9]([CH3:13])([CH3:11])[C:8]([O:4][CH:3]([Cl:5])[CH:2]([CH3:7])[CH3:1])=[O:12]. Yields the product CC(C(=O)OC(C(C)C)Cl)(C)C (2,2-Dimethylpropanoic acid, 1-chloro-2-methylpropyl ester). Reported procedure: To freshly fused zinc chloride (27.3 mg) and trimethylacetylchloride (5.11 ml, 41.5 mmol) in methylene chloride(10 ml) at 10° C. was added isobutyraldehyde (freshly distilled) (3.77 ml, 41.5 mmol) dropwise, maintaining the temperature at <25° C. Once the addition was complete, the reaction was stirred for one hour at room temperature. The reaction mixture was then washed with 20% NaOAc, dried over anhydrous magnesium sulfate, filtered and concentrated in vacuo to give the title A compound (3.25 ... Reaction conditions: time 1 hour. Starting materials: fused zinc chloride, CC(C(=O)Cl)(C)C (trimethylacetylchloride), C(C(C)C)=O (isobutyraldehyde), C(Cl)Cl (methylene chloride). Starting materials: ClCCCBr, [H-], [Na+], C1CCOC1, O=C1CSCN1. The product is O=C1CSCN1CCCCl. RXN SMILES: [Br:9][CH2:10][CH2:11][CH2:12][Cl:13].[H-:7].[Na+:8].[O:14]1[CH2:15][CH2:16][CH2:17][CH2:18]1.[O:1]=[C:2]1[NH:3][CH2:4][S:5][CH2:6]1>>[O:1]=[C:2]1[N:3]([CH2:10][CH2:11][CH2:12][Cl:13])[CH2:4][S:5][CH2:6]1. The reactants are [O-]C#N.[NH4+] (ammonium cyanate), isocyanates, C(=O)=O (carbon dioxide), N (ammonia), NC(=O)N (Urea), [O-]C#N (cyanate), cyanates, NC(=O)N (urea). Yields the product NC(=O)N (urea), C(N)([O-])=O.[NH4+] (ammonium carbamate). As a reaction SMILES: [O-:1][C:2]#[N:3].[O-:4]C#[N:6].[NH4+].[NH2:8][C:9]([NH2:11])=[O:10].C(=O)=O.N>>[NH2:8][C:9]([NH2:11])=[O:10].[C:2](=[O:4])([O-:1])[NH2:3].[NH4+:6] |f:1.2,7.8|. Procedure: A number of cyanate compounds (for purposes of this disclosure, a term used generically for compounds having an OCN or NCO moiety such as cyanates or isocyanates) have significant commercial applications. For example, ammonium cyanate or its equivalent urea is employed in a number of large scale uses. Urea is used as a main constituent in fertilizers, as a monomer in the production of plastics, and as an ingredient in animal feed. The large quantities of urea used are synthesized commercially by...